This data is from the Open Reaction Database (ORD), a public repository of structured organic reaction records. The task is: describe an organic reaction: reactants, conditions, products, and yield Reactants: C[O-].[Mg+2].C[O-] (Magnesium methoxide), FC=1C=C(C=CC1)O (3-fluorophenol), C=O (paraformaldehyde). Solvent: CO (methanol), C1(=CC=CC=C1)C (toluene). Conditions: temperature 25 celsius, time 1 hour. Product: FC1=CC(=C(C=O)C=C1)O (4-fluoro-2-hydroxybenzaldehyde). The yield is 46.2%. RXN SMILES: [CH3:1][O-:2].[Mg+2].C[O-].[F:6][C:7]1[CH:8]=[C:9]([OH:13])[CH:10]=[CH:11][CH:12]=1.C=O>CO.C1(C)C=CC=CC=1>[F:6][C:7]1[CH:12]=[CH:11][C:10]([CH:1]=[O:2])=[C:9]([OH:13])[CH:8]=1 |f:0.1.2|. Procedure details: Magnesium methoxide (13 g, 150 mmol, 6% in methanol) in methanol (50 mL) was treated with 3-fluorophenol (22.4 g, 200 mmol). The solution was heated to reflux and approximately half the methanol distilled off. Toluene (300 mL) was added and the reaction mixture was heated with azeotropic removal of solvent until the temperature of the distillate reached 95° C. A slurry of paraformaldehyde powder (22 g, 720 mmol) in toluene (20 mL) was added in small portions over 1 hour to the reaction with conc... Reactants: C(C=C)(=O)[O-].[NH4+] (ammonium acrylate), C(C=C)(=O)O (acrylic acid). Run in O (water). Procedure details: To a 300 ml separable flask, were added 171.13 g of a 40% by weight aqueous ammonium acrylate solution from Production Example 1, 18.53 g of acrylic acid, and 35.34 g of water to obtain a 38% by weight aqueous ammonium acrylate/acrylic acid=75/25 solution, which was then mixed with 7.8 g of activated carbon and stirred for one hour while shielding the light. The resulting solution was filtered to remove the activated carbon, followed by adding and dissolving 0.0968 g of trimethylolpropane triacr... RXN SMILES: [C:1]([O-:5])(=[O:4])[CH:2]=[CH2:3].[NH4+:6].[C:7]([OH:11])(=[O:10])[CH:8]=[CH2:9]>O>[C:1]([O-:5])(=[O:4])[CH:2]=[CH2:3].[NH4+:6].[C:7]([OH:11])(=[O:10])[CH:8]=[CH2:9] |f:0.1,4.5.6|. The product is C(C=C)(=O)[O-].[NH4+].C(C=C)(=O)O (ammonium acrylate acrylic acid). The reactants are COC(C(C1=CC=CC=C1)S)=O (2-mercapto-2-phenylacetic acid methyl ester), [H-].[Na+] (NaH), ClC=1SC2=C(N1)C=CC=C2 (2-chlorobenzothiazole), BrC=1SC2=C(N1)C=CC=C2 (2-bromobenzothiazole). Reported procedure: 18.2 g of 2-mercapto-2-phenylacetic acid methyl ester is added to a suspension of 2.4 g of NaH in 200 ml of DMF and the mixture is stirred until the evolution of gas has ceased. 17 g of 2-chlorobenzothiazole (or 21.5 g of 2-bromobenzothiazole) is then introduced. The mixture is stirred for 5 hours at 80° and is worked up in the customary manner to give 2-(benzothiazol-2-ylthio)-2-phenylacetic acid methyl ester, in the form of an oil. RXN SMILES: [CH3:1][O:2][C:3](=[O:12])[CH:4]([SH:11])[C:5]1[CH:10]=[CH:9][CH:8]=[CH:7][CH:6]=1.[H-].[Na+].Cl[C:16]1[S:17][C:18]2[CH:24]=[CH:23][CH:22]=[CH:21][C:19]=2[N:20]=1.BrC1SC2C=CC=CC=2N=1>CN(C=O)C>[CH3:1][O:2][C:3](=[O:12])[CH:4]([S:11][C:16]1[S:17][C:18]2[CH:24]=[CH:23][CH:22]=[CH:21][C:19]=2[N:20]=1)[C:5]1[CH:6]=[CH:7][CH:8]=[CH:9][CH:10]=1 |f:1.2|. The solvent is CN(C)C=O (DMF). Yields the product COC(C(C1=CC=CC=C1)SC=1SC2=C(N1)C=CC=C2)=O (2-(benzothiazol-2-ylthio)-2-phenylacetic acid methyl ester).